From a dataset of the Open Reaction Database (ORD), a public repository of structured organic reaction records. describe an organic reaction: reactants, conditions, products, and yield The reactants are NN1C(C2=CC=CC=C2C(=N1)N1CCSCC1)=O (2-amino-4-thiomorpholinophthalazin-1(2H)-one), FC=1C=C(C=C(C1)F)CC(=O)O (2-(3,5-difluorophenyl)acetic acid). Product: FC=1C=C(C=C(C1)F)CC(=O)NN1C(C2=CC=CC=C2C(=N1)N1CCSCC1)=O (2-(3,5-difluorophenyl)-N-[1-oxo-4-(thiomorpholin-4-yl)phthalazin-2(1H)-yl]acetamide). RXN SMILES: [NH2:1][N:2]1[N:11]=[C:10]([N:12]2[CH2:17][CH2:16][S:15][CH2:14][CH2:13]2)[C:9]2[C:4](=[CH:5][CH:6]=[CH:7][CH:8]=2)[C:3]1=[O:18].[F:19][C:20]1[CH:21]=[C:22]([CH2:27][C:28](O)=[O:29])[CH:23]=[C:24]([F:26])[CH:25]=1>>[F:19][C:20]1[CH:21]=[C:22]([CH2:27][C:28]([NH:1][N:2]2[N:11]=[C:10]([N:12]3[CH2:13][CH2:14][S:15][CH2:16][CH2:17]3)[C:9]3[C:4](=[CH:5][CH:6]=[CH:7][CH:8]=3)[C:3]2=[O:18])=[O:29])[CH:23]=[C:24]([F:26])[CH:25]=1. Procedure: The product from Example 91B and 2-(3,5-difluorophenyl)acetic acid were processed using a method similar to that described in Example 10C to afford the title compound. 1H NMR (400 MHz, DMSO-d6) δ ppm 11.55 (s, 1H), 8.30 (d, J=7.9 Hz, 1H), 7.84-8.02 (m, 3H), 7.05-7.19 (m, 3H), 3.73 (s, 2H), 2.83-2.87 (m, 4H); MS (APCI+) M/Z 417 (M+H)+. Reactants: O.C1(=CC=CC=C1)C(=O)C=O (Phenylglyoxal monohydrate), C(C)(C)(C)C1=CC=CC=C1 (tert-butylbenzene). The reagents and catalysts are [Ti](Cl)(Cl)(Cl)Cl (titanium tetrachloride). The solvent is ClC(C)Cl (dichloroethane). Yields the product C(C)(C)(C)C1=CC=C(C(C(C2=CC=CC=C2)=O)O)C=C1 (4'-tert-butylbenzoin), crystal. Yield: 40.5%. Reaction SMILES: O.[C:2]1([C:8]([CH:10]=[O:11])=[O:9])[CH:7]=[CH:6][CH:5]=[CH:4][CH:3]=1.[C:12]([C:16]1[CH:21]=[CH:20][CH:19]=[CH:18][CH:17]=1)([CH3:15])([CH3:14])[CH3:13]>ClC(Cl)C.[Ti](Cl)(Cl)(Cl)Cl>[C:12]([C:16]1[CH:21]=[CH:20][C:19]([CH:10]([OH:11])[C:8](=[O:9])[C:2]2[CH:7]=[CH:6][CH:5]=[CH:4][CH:3]=2)=[CH:18][CH:17]=1)([CH3:15])([CH3:14])[CH3:13] |f:0.1|. Procedure: Phenylglyoxal monohydrate (304 mg, 2 mM) and tert-butylbenzene (0.62 ml, 4 mM) were dissolved in dichloroethane (2 ml), titanium tetrachloride (0.33 ml, 3 mM) was added, and reacted at room temperature for 2.5 hours. Using the same procedure as in Example 1, 4'-tert-butylbenzoin was obtained as crystal (216.9 mg, 40.5% yield). The reactants are [Br-], [Br-], [Br-], CC(=O)c1csc2ccccc12, C1CCOC1, C[N+](C)(C)c1ccccc1, C[N+](C)(C)c1ccccc1, C[N+](C)(C)c1ccccc1. Yields the product O=C(CBr)c1csc2ccccc12. As a reaction SMILES: [Br-:1].[Br-:2].[Br-:3].[C:34]([CH3:35])(=[O:36])[c:37]1[c:38]2[c:39]([s:40][cH:41]1)[cH:42][cH:43][cH:44][cH:45]2.[O:46]1[CH2:47][CH2:48][CH2:49][CH2:50]1.[c:14]1([N+:15]([CH3:16])([CH3:17])[CH3:18])[cH:19][cH:20][cH:21][cH:22][cH:23]1.[c:24]1([N+:25]([CH3:26])([CH3:27])[CH3:28])[cH:29][cH:30][cH:31][cH:32][cH:33]1.[c:4]1([N+:5]([CH3:6])([CH3:7])[CH3:8])[cH:9][cH:10][cH:11][cH:12][cH:13]1>>[Br:1][CH2:35][C:34](=[O:36])[c:37]1[c:38]2[c:39]([s:40][cH:41]1)[cH:42][cH:43][cH:44][cH:45]2. Reactants: O(C1=CC=CC=C1)C1=C(SC=C1)C=O (3-phenoxythiophene-2-carboxaldehyde), N1(C=NC=C1)CCOC=1C=C2CCCC(C2=CC1)=O (6-(2-imidazole-1-yl-ethoxy)-3,4-dihydro-2H-naphthalen-1-one). Run in [OH-].[K+] (KOH), CCO (EtOH). Yields the product N1(C=NC=C1)CCOC=1C=C2CCC(C(C2=CC1)=O)=CC=1SC=CC1OC1=CC=CC=C1 (6-(2-Imidazole-1-yl-ethoxy)-2-(3-phenoxy-thiophen-2-ylmethylene)-3,4-dihydro-2H-naphthalen-1-one). Isolated yield 76.3%. Reaction SMILES: [N:1]1([CH2:6][CH2:7][O:8][C:9]2[CH:10]=[C:11]3[C:16](=[CH:17][CH:18]=2)[C:15](=[O:19])[CH2:14][CH2:13][CH2:12]3)[CH:5]=[CH:4][N:3]=[CH:2]1.[O:20]([C:27]1[CH:31]=[CH:30][S:29][C:28]=1[CH:32]=O)[C:21]1[CH:26]=[CH:25][CH:24]=[CH:23][CH:22]=1>[OH-].[K+].CCO>[N:1]1([CH2:6][CH2:7][O:8][C:9]2[CH:10]=[C:11]3[C:16](=[CH:17][CH:18]=2)[C:15](=[O:19])[C:14](=[CH:32][C:28]2[S:29][CH:30]=[CH:31][C:27]=2[O:20][C:21]2[CH:22]=[CH:23][CH:24]=[CH:25][CH:26]=2)[CH2:13][CH2:12]3)[CH:5]=[CH:4][N:3]=[CH:2]1 |f:2.3|. Reported procedure: According to the method of Example 4, 6-(2-imidazole-1-yl-ethoxy)-3,4-dihydro-2H-naphthalen-1-one (0.25 g, 0.98 mmol) was reacted with 3-phenoxythiophene-2-carboxaldehyde (0.300 g, 1.47 mmol) in 4 mL of 4% KOH in EtOH for 3 hours at room temperature to afford 0.331 g (76%) of the title compound as an off-white solid, mp 135-137° C.: APCI-MS m/e 443.5 (M+ +1). Reactants: carboxyl, dialkyl ketenes, C=C=O (ketene), ( 2 ), anhydride, carboxylic acids, FC(S(=O)(=O)O)(F)F (trifluoromethanesulfonic acid), carboxyl, carboxylic acids. Yields the product S(=O)(=O)(C(F)(F)F)OS(=O)(=O)C(F)(F)F (triflic anhydride). RXN SMILES: [F:1][C:2]([F:8])([F:7])[S:3]([OH:6])(=[O:5])=[O:4].C=C=O>>[S:3]([O:6][S:3]([C:2]([F:8])([F:7])[F:1])(=[O:5])=[O:4])([C:2]([F:8])([F:7])[F:1])(=[O:5])=[O:4]. Procedure details: Disclosed is a process for the preparation of trifluoromethanesulfonic acid anhydride by the steps of (1) forming a mixed anhydride comprising a trifluoromethanesulfonyl acyl residue and a carboxyl residue by contacting trifluoromethanesulfonic acid or a derivative thereof with a carboxyl compound selected from ketene, dialkyl ketenes, carboxylic acids, and derivatives of carboxylic acids and (2) subjecting the mixed anhydride to reactive distillation wherein the mixed anhydride undergoes dispro... The reactants are C=CC(=O)OC, CC#N, C1=CC2(CC1)OCCO2, Oc1ccc(O)cc1. Product: COC(=O)C1CC2CC1CC21OCCO1. RXN SMILES: [C:10]([CH:11]=[CH2:12])(=[O:13])[O:14][CH3:15].[CH3:24][C:25]#[N:26].[O:1]1[CH2:2][CH2:3][O:4][C:5]12[CH:6]=[CH:7][CH2:8][CH2:9]2.[OH:16][c:17]1[cH:18][cH:19][c:20]([OH:21])[cH:22][cH:23]1>>[O:1]1[CH2:2][CH2:3][O:4][C:5]12[CH:6]1[CH2:7][CH:8]([CH2:9]2)[CH:11]([C:10](=[O:13])[O:14][CH3:15])[CH2:12]1. Starting materials: C1(CC1)COC1=C(C=C(C(=C1)F)OC)C1=C2C(=NC=C1)C(=C(N2COCC[Si](C)(C)C)C)C(=O)O (7-[2-(cyclopropylmethoxy)-4-fluoro-5-methoxyphenyl]-2-methyl-1-{[2-(trimethylsilyl)ethoxy]methyl}-1H-pyrrolo[3,2-b]pyridine-3-carboxylic acid), N[C@H]1CC[C@H](CC1)NC(OC(C)(C)C)=O (tert-butyl cis-(4-amino-cyclohexyl)-carbamate). The product is C1(CC1)COC1=C(C=C(C(=C1)F)OC)C1=C2C(=NC=C1)C(=C(N2COCC[Si](C)(C)C)C)C(=O)N[C@H]2CC[C@H](CC2)NC(OC(C)(C)C)=O (tert-Butyl (cis-4-{[(7-[2-(cyclopropylmethoxy)-4-fluoro-5-methoxyphenyl]-2-methyl-1-{[2-(trimethylsilyl)ethoxy]methyl}-1H-pyrrolo[3,2-b]pyridin-3-yl)carbonyl]amino}cyclohexyl)carbamate). As a reaction SMILES: [CH:1]1([CH2:4][O:5][C:6]2[CH:11]=[C:10]([F:12])[C:9]([O:13][CH3:14])=[CH:8][C:7]=2[C:15]2[CH:20]=[CH:19][N:18]=[C:17]3[C:21]([C:33]([OH:35])=O)=[C:22]([CH3:32])[N:23]([CH2:24][O:25][CH2:26][CH2:27][Si:28]([CH3:31])([CH3:30])[CH3:29])[C:16]=23)[CH2:3][CH2:2]1.[NH2:36][C@@H:37]1[CH2:42][CH2:41][C@H:40]([NH:43][C:44](=[O:50])[O:45][C:46]([CH3:49])([CH3:48])[CH3:47])[CH2:39][CH2:38]1>>[CH:1]1([CH2:4][O:5][C:6]2[CH:11]=[C:10]([F:12])[C:9]([O:13][CH3:14])=[CH:8][C:7]=2[C:15]2[CH:20]=[CH:19][N:18]=[C:17]3[C:21]([C:33]([NH:36][C@@H:37]4[CH2:42][CH2:41][C@H:40]([NH:43][C:44](=[O:50])[O:45][C:46]([CH3:48])([CH3:47])[CH3:49])[CH2:39][CH2:38]4)=[O:35])=[C:22]([CH3:32])[N:23]([CH2:24][O:25][CH2:26][CH2:27][Si:28]([CH3:31])([CH3:29])[CH3:30])[C:16]=23)[CH2:2][CH2:3]1. Reported procedure: Starting from 7-[2-(cyclopropylmethoxy)-4-fluoro-5-methoxyphenyl]-2-methyl-1-{[2-(trimethylsilyl)ethoxy]methyl}-1H-pyrrolo[3,2-b]pyridine-3-carboxylic acid (example D.c7) and commercially available tert-butyl cis-(4-amino-cyclohexyl)-carbamate the title compound is obtained as pale yellow viscous oil.